Dataset: the Open Reaction Database (ORD), a public repository of structured organic reaction records. Task: describe an organic reaction: reactants, conditions, products, and yield The reactants are C(O)([O-])=O.[Na+] (sodium hydrogencarbonate), S(=S)(=O)([O-])[O-].[Na+].[Na+] (sodium thiosulfate), 1.5, O[C@@H]([C@@H](CC(=O)OC(C)(C)C)C(=O)OCC)C(=O)OCC1=CC=CC=C1 (1-benzyl 3-tert-butyl 2-ethyl (1S,2R)-1-hydroxy-1,2,3-propanetricarboxylate), CC(=O)OI1(C=2C=CC=CC2C(=O)O1)(OC(=O)C)OC(=O)C (Dess-Martin reagent). Run in C(Cl)(Cl)Cl (chloroform). Product: O=C(C(CC(=O)OC(C)(C)C)C(=O)OCC)C(=O)OCC1=CC=CC=C1 (1-benzyl 3-tert-butyl 2-ethyl 1-oxo-1,2,3-propanetricarboxylate). RXN SMILES: [OH:1][C@H:2]([C:17]([O:19][CH2:20][C:21]1[CH:26]=[CH:25][CH:24]=[CH:23][CH:22]=1)=[O:18])[C@H:3]([C:12]([O:14][CH2:15][CH3:16])=[O:13])[CH2:4][C:5]([O:7][C:8]([CH3:11])([CH3:10])[CH3:9])=[O:6].CC(OI1(OC(C)=O)(OC(C)=O)OC(=O)C2C=CC=CC1=2)=O.C(=O)([O-])O.[Na+].S([O-])([O-])(=O)=S.[Na+].[Na+]>C(Cl)(Cl)Cl>[O:1]=[C:2]([C:17]([O:19][CH2:20][C:21]1[CH:22]=[CH:23][CH:24]=[CH:25][CH:26]=1)=[O:18])[CH:3]([C:12]([O:14][CH2:15][CH3:16])=[O:13])[CH2:4][C:5]([O:7][C:8]([CH3:9])([CH3:10])[CH3:11])=[O:6] |f:2.3,4.5.6|. Procedure details: 1.5 0 g of 1-benzyl 3-tert-butyl 2-ethyl (1S,2R)-1-hydroxy-1,2,3-propanetricarboxylate in 30 ml of chloroform was stirred with 2.35 g of the Dess-Martin reagent (periodinane) at room temperature for 1.5 hours. The reaction solution was poured into a mixture of saturated aqueous sodium hydrogencarbonate and saturated aqueous sodium thiosulfate and extracted with ethyl acetate. The organic layer was washed with saturated aqueous sodium chloride and then dried over anhydrous magnesium sulfate. The ...